This data is from the Open Reaction Database (ORD), a public repository of structured organic reaction records. The task is: describe an organic reaction: reactants, conditions, products, and yield Reactants: C=CCOc1ccc(CS)c(C)c1, CN(C)C=O, CCOC(C)=O, [H-], [Na+], O, Cc1ccc(S(=O)(=O)OCCn2ccnn2)cc1. Yields the product C=CCOc1ccc(CSCCn2ccnn2)c(C)c1. RXN SMILES: [CH2:1]([CH:2]=[CH2:3])[O:4][c:5]1[cH:6][c:7]([CH3:13])[c:8]([CH2:11][SH:12])[cH:9][cH:10]1.[CH3:34][N:35]([CH3:36])[CH:37]=[O:38].[CH3:39][CH2:40][O:41][C:42](=[O:43])[CH3:44].[H-:32].[Na+:33].[OH2:45].[n:14]1([CH2:19][CH2:20][O:21][S:22]([c:23]2[cH:24][cH:25][c:26]([CH3:27])[cH:28][cH:29]2)(=[O:30])=[O:31])[n:15][n:16][cH:17][cH:18]1>>[CH2:1]([CH:2]=[CH2:3])[O:4][c:5]1[cH:6][c:7]([CH3:13])[c:8]([CH2:11][S:12][CH2:20][CH2:19][n:14]2[n:15][n:16][cH:17][cH:18]2)[cH:9][cH:10]1. Starting materials: Cl.C(C)(=O)OC=1C=C2C(=NC=NC2=CC1)Cl (6-acetoxy-4-chloroquinazoline hydrochloride), CN1C(=NC=C1)SC1=C(C=C(C=C1)N)F (4-amino-2-fluorophenyl 1-methylimidazol-2-yl sulphide). Product: Cl.Cl.C(C)(=O)OC=1C=C2C(=NC=NC2=CC1)NC1=CC(=C(C=C1)SC=1N(C=CN1)C)F (6-acetoxy-4-[3-fluoro-4-(1-methylimidazol-2-ylthio)anilino]quinazoline dihydrochloride salt). The yield is 58.0%. Reaction SMILES: [ClH:1].[C:2]([O:5][C:6]1[CH:7]=[C:8]2[C:13](=[CH:14][CH:15]=1)[N:12]=[CH:11][N:10]=[C:9]2[Cl:16])(=[O:4])[CH3:3].[CH3:17][N:18]1[CH:22]=[CH:21][N:20]=[C:19]1[S:23][C:24]1[CH:29]=[CH:28][C:27]([NH2:30])=[CH:26][C:25]=1[F:31]>>[ClH:16].[ClH:1].[C:2]([O:5][C:6]1[CH:7]=[C:8]2[C:13](=[CH:14][CH:15]=1)[N:12]=[CH:11][N:10]=[C:9]2[NH:30][C:27]1[CH:28]=[CH:29][C:24]([S:23][C:19]2[N:18]([CH3:17])[CH:22]=[CH:21][N:20]=2)=[C:25]([F:31])[CH:26]=1)(=[O:4])[CH3:3] |f:0.1,3.4.5|. Reported procedure: Using an analogous procedure to that described in Example 1, 6-acetoxy-4-chloroquinazoline hydrochloride was reacted with 4-amino-2-fluorophenyl 1-methylimidazol-2-yl sulphide to give 6-acetoxy-4-[3-fluoro-4-(1-methylimidazol-2-ylthio)anilino]quinazoline dihydrochloride salt in 58% yield, m.p. 245-248 (decomposes); Reactants: FC1=C2C=CC(=CC2=CC=C1F)Br (5,6-difluoro-2-bromonaphthalene), C(CC)C1CCC(CC1)CC=O (4-propylcyclohexaneethanal), CC(C)([O-])C.[K+] (potassium t-butoxide). Product: FC1=C2C=CC(=CC2=CC=C1F)CC[C@@H]1CC[C@H](CC1)CCC (5,6-difluoro-2-[2-(trans-4-propylcyclohexyl)ethyl]naphthalene). RXN SMILES: [F:1][C:2]1[C:11]([F:12])=[CH:10][CH:9]=[C:8]2[C:3]=1[CH:4]=[CH:5][C:6](Br)=[CH:7]2.[CH2:14]([CH:17]1[CH2:22][CH2:21][CH:20]([CH2:23][CH:24]=O)[CH2:19][CH2:18]1)[CH2:15][CH3:16].CC(C)([O-])C.[K+]>>[F:1][C:2]1[C:11]([F:12])=[CH:10][CH:9]=[C:8]2[C:3]=1[CH:4]=[CH:5][C:6]([CH2:24][CH2:23][C@H:20]1[CH2:19][CH2:18][C@H:17]([CH2:14][CH2:15][CH3:16])[CH2:22][CH2:21]1)=[CH:7]2 |f:2.3|. Procedure details: The procedure of Example 14 was followed except that 5,6-difluoro-2-bromonaphthalene was used instead of 6-fluoro-2-bromonaphthalene, 4-propylcyclohexaneethanal was used instead of 4-propylcyclohexanene and isomerization with potassium t-butoxide was not effected to obtain 5,6-difluoro-2-[2-(trans-4-propylcyclohexyl)ethyl]naphthalene. Procedure: Hexafluoropropene (15 g, 0.10 mol) was added over 30 minutes (nitrogen atmosphere) at 0° C. to a stirred mixture of CH2═CH(CO)NHCH2CH2OH (6.25 g, 0.054 mol), acetonitrile (180 mL) and powdered K2CO3 (3.5 g). After complete addition, the stirred reaction mixture was gradually brought to room temperature (˜1 h). The resultant pale yellow solution was filtered, and the filtrate was concentrated at the rotary evaporator. The crude product was concentrated further at ˜2 mm Hg for 15 min on a vacuum l... Yields the product C=CC(=O)NCCOC(F)(F)C(F)C(F)(F)F (CH2═CH(CO)NHCH2CH2OCF2CFHCF3). Isolated yield 59.4%. Starting materials: FC(C(=C(F)F)F)(F)F (Hexafluoropropene), C=CC(=O)NCCO (CH2═CH(CO)NHCH2CH2OH), C(=O)([O-])[O-].[K+].[K+] (K2CO3). Solvent: C(C)#N (acetonitrile). Reaction SMILES: [F:1][C:2]([F:9])([F:8])[C:3]([F:7])=[C:4]([F:6])[F:5].[CH2:10]=[CH:11][C:12]([NH:14][CH2:15][CH2:16][OH:17])=[O:13].C([O-])([O-])=O.[K+].[K+]>C(#N)C>[CH2:10]=[CH:11][C:12]([NH:14][CH2:15][CH2:16][O:17][C:4]([CH:3]([C:2]([F:9])([F:8])[F:1])[F:7])([F:6])[F:5])=[O:13] |f:2.3.4|. Starting materials: N1C(C(NC=2C=CC3=C(C12)CNCC3)=O)=O (1,4,7,8,9,10-Hexahydropyrido[3,4-f]quinoxaline-2,3-dione), [N+](=O)(O)[O-] (nitric acid). Run in FC(C(=O)O)(F)F (trifluoroacetic acid). Run at time 19 hour. Product: [N+](=O)([O-])C=1C2=C(C=3NC(C(NC3C1)=O)=O)CNCC2 (1,4,7,8,9,10-Hexahydro-6-nitropyrido[3,4-f]quinoxaline-2,3 -dione). Isolated yield 58.0%. Reaction SMILES: [NH:1]1[C:10]2[C:9]3[CH2:11][NH:12][CH2:13][CH2:14][C:8]=3[CH:7]=[CH:6][C:5]=2[NH:4][C:3](=[O:15])[C:2]1=[O:16].[N+:17]([O-])([OH:19])=[O:18]>FC(F)(F)C(O)=O>[N+:17]([C:7]1[C:8]2[CH2:14][CH2:13][NH:12][CH2:11][C:9]=2[C:10]2[NH:1][C:2](=[O:16])[C:3](=[O:15])[NH:4][C:5]=2[CH:6]=1)([O-:19])=[O:18]. Procedure: A solution of the quinoxalinedione from Example 30 (50 mg, 0.23 mmol) in 2 mL of trifluoroacetic acid was treated with fuming nitric acid (0.1 mL, 2.3 mmol) and stirred under a nitrogen atmosphere for 19 h. After evaporating to dryness, the residue was triturated with acetone and the precipitant collected by filtration. The solid was suspended in water, heated on a hot plate and basified to pH 8 with an ammonium hydroxide solution. The solid was collected by filtration while hot, and dried in va... The reactants are [Cl-], O=C(Cl)c1ccc(F)c(Cl)c1, O, c1ccccc1. The product is O=C(c1ccccc1)c1ccc(F)c(Cl)c1. RXN SMILES: [Cl-:18].[Cl:1][c:2]1[cH:3][c:4]([C:5](=[O:6])[Cl:7])[cH:8][cH:9][c:10]1[F:11].[OH2:19].[cH:12]1[cH:13][cH:14][cH:15][cH:16][cH:17]1>>[Cl:1][c:2]1[cH:3][c:4]([C:5](=[O:6])[c:12]2[cH:13][cH:14][cH:15][cH:16][cH:17]2)[cH:8][cH:9][c:10]1[F:11].